Dataset: the Open Reaction Database (ORD), a public repository of structured organic reaction records. Task: describe an organic reaction: reactants, conditions, products, and yield Starting materials: ClC1=NC=CC=C1N (2-chloro-3-pyridinamine), FC1=CC=C(C=C1)CN1C(=NC2=C1C=CC=C2)NC2CCN(CC2)CCN=C=S (1-(4-fluorophenylmethyl)-N-[1-(2-isothiocyanatoethyl)-4-piperidinyl]-1H-benzimidazol-2-amine), C(C)O (ethanol). The product is FC1=CC=C(C=C1)CN1C(=NC2=C1C=CC=C2)NC2CCN(CC2)CCNC(OCC)=S (ethyl [2-[4-[[1-[(4-fluorophenyl)-methyl]-1H-benzimidazol-2-yl]amino]-1-piperidinyl]ethyl]carbamothioate). As a reaction SMILES: ClC1C(N)=CC=CN=1.[F:9][C:10]1[CH:15]=[CH:14][C:13]([CH2:16][N:17]2[C:21]3[CH:22]=[CH:23][CH:24]=[CH:25][C:20]=3[N:19]=[C:18]2[NH:26][CH:27]2[CH2:32][CH2:31][N:30]([CH2:33][CH2:34][N:35]=[C:36]=[S:37])[CH2:29][CH2:28]2)=[CH:12][CH:11]=1.[CH2:38]([OH:40])[CH3:39]>>[F:9][C:10]1[CH:15]=[CH:14][C:13]([CH2:16][N:17]2[C:21]3[CH:22]=[CH:23][CH:24]=[CH:25][C:20]=3[N:19]=[C:18]2[NH:26][CH:27]2[CH2:28][CH2:29][N:30]([CH2:33][CH2:34][NH:35][C:36](=[S:37])[O:40][CH2:38][CH3:39])[CH2:31][CH2:32]2)=[CH:12][CH:11]=1. Procedure: A mixture of 1.3 parts of 2-chloro-3-pyridinamine, 4.1 parts of 1-(4-fluorophenylmethyl)-N-[1-(2-isothiocyanatoethyl)-4-piperidinyl]-1H-benzimidazol-2-amine and 80 parts of ethanol was stirred and refluxed overnight. The reaction mixture was evaporated. Water and ammonia were added to the residue and the product was extracted with trichloromethane. The extract was dried, filtered and evaporated. The residue was purified by column chromatography over silica gel using a mixture of trichloromethane...